This data is from the Open Reaction Database (ORD), a public repository of structured organic reaction records. The task is: describe an organic reaction: reactants, conditions, products, and yield Starting materials: BrC1=CC(=C(C(=C1)C)C=1C(C(CC1OC)C(C1CCOCC1)O)=O)C (2-(4-bromo-2,6-dimethylphenyl)-5-[hydroxy(tetrahydropyran-4-yl)methyl]-3-methoxycyclopent-2-enone). Run in CC(=O)C (acetone), Cl (hydrochloric acid). Run at temperature 13 celsius. Product: BrC1=CC(=C(C(=C1)C)C1C(CC(C1=O)=CC1CCOCC1)=O)C (2-(4-bromo-2,6-dimethylphenyl)-4-[1-(tetrahydropyran-4-yl)methylidene]cyclopentane-1,3-dione). Reaction SMILES: [Br:1][C:2]1[CH:7]=[C:6]([CH3:8])[C:5]([C:9]2[C:10](=[O:24])[CH:11]([CH:16](O)[CH:17]3[CH2:22][CH2:21][O:20][CH2:19][CH2:18]3)[CH2:12][C:13]=2[O:14]C)=[C:4]([CH3:25])[CH:3]=1>CC(C)=O.Cl>[Br:1][C:2]1[CH:3]=[C:4]([CH3:25])[C:5]([CH:9]2[C:10](=[O:24])[C:11](=[CH:16][CH:17]3[CH2:22][CH2:21][O:20][CH2:19][CH2:18]3)[CH2:12][C:13]2=[O:14])=[C:6]([CH3:8])[CH:7]=1. Procedure: A solution of 2-(4-bromo-2,6-dimethylphenyl)-5-[hydroxy(tetrahydropyran-4-yl)methyl]-3-methoxycyclopent-2-enone (16.0 g, 39.0 mmol) in a mixture of acetone (320 ml) and 2N hydrochloric acid (160 ml) is heated at 13°C. under microwave irradiation for 40 minutes. Volatile solvents are removed in vacuo, followed by the addition of distilled water (250 ml) and extraction with ethyl acetate (3×150 ml). The combined organic extracts are washed with water, brine, dried over sodium sulphate, then filter...